From a dataset of the Open Reaction Database (ORD), a public repository of structured organic reaction records. describe an organic reaction: reactants, conditions, products, and yield Starting materials: O1C(C1CCCCCCCC#N)CCCCCCCC#N (8,8′-(oxirane-2,3-diyl)dioctanenitrile), solution, HClO4, C1CCOC1 (THF). The solvent is O (water), C(Cl)Cl (CH2Cl2). Run at time 24 hour. The product is OC(CCCCCCCC#N)C(CCCCCCCC#N)O (9,10-dihydroxyoctadecanedinitrile). RXN SMILES: [O:1]1[CH:3]([CH2:4][CH2:5][CH2:6][CH2:7][CH2:8][CH2:9][CH2:10][C:11]#[N:12])[CH:2]1[CH2:13][CH2:14][CH2:15][CH2:16][CH2:17][CH2:18][CH2:19][C:20]#[N:21].C1C[O:25]CC1>O.C(Cl)Cl>[OH:25][CH:2]([CH:3]([OH:1])[CH2:4][CH2:5][CH2:6][CH2:7][CH2:8][CH2:9][CH2:10][C:11]#[N:12])[CH2:13][CH2:14][CH2:15][CH2:16][CH2:17][CH2:18][CH2:19][C:20]#[N:21]. Procedure: To a solution of 0.10 g like-8,8′-(oxirane-2,3-diyl)dioctanenitrile in 5.0 g THF was added 0.50 mL of a solution of 0.0988 g 70% HClO4 in 1.9104 g water. After standing for 24 h at room temperature, the mixture was diluted with 250 mL CH2Cl2, which resulted in the separation of aqueous droplets. The mixture was dried over Na2CO3 and evaporated to afford 0.10 g of product as a white powder. Starting materials: C(C)(=O)N[C@H]1[C@@H](OCC2=CC=CC=C2)O[C@@H]([C@H]([C@@H]1O)O)CO (Benzyl 2-Acetamido-2-deoxy-α-D-glucopyranoside), CC(=O)C1C(=O)CC(CC1=O)(C)C (2-Acetyldimedone), C(C)(C)N(C(C)C)CC (N,N-diisopropylethylamine), Cl (HCl). Run in [OH-].[Na+] (NaOH). Product: CC1(CC(C(C(C1)=O)=C(C)N[C@H]1[C@@H](OCC2=CC=CC=C2)O[C@@H]([C@H]([C@@H]1O)O)CO)=O)C (Benzyl 2-Deoxy-2-[1-(4,4-dimethyl-2,6-dioxocyclohex-1-ylidene)ethylamino]-α-D-glucopyranoside). The yield is 57.7%. RXN SMILES: C([NH:4][C@@H:5]1[C@@H:18]([OH:19])[C@H:17]([OH:20])[C@@H:16]([CH2:21][OH:22])[O:15][C@@H:6]1[O:7][CH2:8][C:9]1[CH:14]=[CH:13][CH:12]=[CH:11][CH:10]=1)(=O)C.Cl.[CH3:24][C:25]([CH:27]1[C:33](=[O:34])[CH2:32][C:31]([CH3:36])([CH3:35])[CH2:30][C:28]1=[O:29])=O.C(N(CC)C(C)C)(C)C>[OH-].[Na+]>[CH3:35][C:31]1([CH3:36])[CH2:32][C:33](=[O:34])[C:27](=[C:25]([NH:4][C@@H:5]2[C@@H:18]([OH:19])[C@H:17]([OH:20])[C@@H:16]([CH2:21][OH:22])[O:15][C@@H:6]2[O:7][CH2:8][C:9]2[CH:10]=[CH:11][CH:12]=[CH:13][CH:14]=2)[CH3:24])[C:28](=[O:29])[CH2:30]1 |f:4.5|. Procedure: A solution of Benzyl 2-Acetamido-2-deoxy-α-D-glucopyranoside (4.70 g, 15.11 mmol) in 1 M NaOH solution was refluxed at 120° C. for 15 h. The reaction mixture was cooled to room temperature, neutralised with 1 M HCl solution and concentrated. The residue was dissolved in dry ETOH (50 ml) and filtered. 2-Acetyldimedone (4.11 g, 22.6 mmol) and N,N-diisopropylethylamine (2 ml) were added to the filtrate, and the mixture was refluxed for 2 h. The reaction mixture was evaporated to dryness, and the re... The reactants are C(C)(C)(C)OC(=O)NCC=1C(=NC2=CC=C(C=C2C1C1=CC=C(C=C1)C)OCCCC(=O)O)CC(C)C (4-{[3-{[(tert-butoxycarbonyl)amino]methyl}-2-isobutyl-4-(4-methylphenyl)quinolin-6-yl]oxy}butanoic acid), Cl.C(C)N=C=NCCCN(C)C (1-ethyl-3-(3-dimethylaminopropyl)carbodiimide hydrochloride), [NH4+].ON1N=NC2=C1C=CC=C2 (1-hydroxy-1H-benzotriazole ammonium salt), CN(C=O)C (N,N-dimethylformamide). The solvent is O (Water). Conditions: time 15 hour. Product: NC(CCCOC=1C=C2C(=C(C(=NC2=CC1)CC(C)C)CNC(OC(C)(C)C)=O)C1=CC=C(C=C1)C)=O (tert-butyl {[6-(4-amino-4-oxobutoxy)-2-isobutyl-4-(4-methylphenyl)quinolin-3-yl]methyl}carbamate). As a reaction SMILES: [C:1]([O:5][C:6]([NH:8][CH2:9][C:10]1[C:11]([CH2:34][CH:35]([CH3:37])[CH3:36])=[N:12][C:13]2[C:18]([C:19]=1[C:20]1[CH:25]=[CH:24][C:23]([CH3:26])=[CH:22][CH:21]=1)=[CH:17][C:16]([O:27][CH2:28][CH2:29][CH2:30][C:31](O)=[O:32])=[CH:15][CH:14]=2)=[O:7])([CH3:4])([CH3:3])[CH3:2].Cl.C([N:41]=C=NCCCN(C)C)C.[NH4+].ON1C2C=CC=CC=2N=N1.CN(C)C=O>O>[NH2:41][C:31](=[O:32])[CH2:30][CH2:29][CH2:28][O:27][C:16]1[CH:17]=[C:18]2[C:13](=[CH:14][CH:15]=1)[N:12]=[C:11]([CH2:34][CH:35]([CH3:36])[CH3:37])[C:10]([CH2:9][NH:8][C:6](=[O:7])[O:5][C:1]([CH3:2])([CH3:3])[CH3:4])=[C:19]2[C:20]1[CH:21]=[CH:22][C:23]([CH3:26])=[CH:24][CH:25]=1 |f:1.2,3.4|. Procedure details: A mixture of 4-{[3-{[(tert-butoxycarbonyl)amino]methyl}-2-isobutyl-4-(4-methylphenyl)quinolin-6-yl]oxy}butanoic acid (0.8 g, 1.6 mmol), 1-ethyl-3-(3-dimethylaminopropyl)carbodiimide hydrochloride (0.34 g, 2.0 mmol), 1-hydroxy-1H-benzotriazole ammonium salt (0.24 g, 1.6 mmol) and N,N-dimethylformamide (10 ml) was stirred at room temperature for 15 hrs. Water was added to the reaction mixture, and the mixture was extracted with a mixed solvent of ethyl acetate-tetrahydrofuran (2:1). The extract wa... Starting materials: Cl (HCl), aqueous solution, [OH-].[Na+] (NaOH), C(C)OC(=O)C1(CCC1)C1C2=CC=CC=C2OC2=NC(=CC=C21)C2=CC=C(C(=O)OC)C=C2 (methyl 4-(5-(1-(ethoxycarbonyl)cyclobutyl)-5H-chromeno[2,3-b]pyridin-2-yl)benzoate). Solvent: CO (MeOH). Conditions: time 24 hour. The product is C(=O)(O)C1(CCC1)C1C2=CC=CC=C2OC2=NC(=CC=C21)C2=CC=C(C(=O)O)C=C2 (4-(5-(1-carboxycyclobutyl)-5H-chromeno[2,3-b]pyridin-2-yl)benzoic acid). The yield is 92.8%. As a reaction SMILES: [OH-].[Na+].C([O:5][C:6]([C:8]1([CH:12]2[C:25]3[C:20](=[N:21][C:22]([C:26]4[CH:35]=[CH:34][C:29]([C:30]([O:32]C)=[O:31])=[CH:28][CH:27]=4)=[CH:23][CH:24]=3)[O:19][C:18]3[C:13]2=[CH:14][CH:15]=[CH:16][CH:17]=3)[CH2:11][CH2:10][CH2:9]1)=[O:7])C.Cl>CO>[C:6]([C:8]1([CH:12]2[C:25]3[C:20](=[N:21][C:22]([C:26]4[CH:27]=[CH:28][C:29]([C:30]([OH:32])=[O:31])=[CH:34][CH:35]=4)=[CH:23][CH:24]=3)[O:19][C:18]3[C:13]2=[CH:14][CH:15]=[CH:16][CH:17]=3)[CH2:11][CH2:10][CH2:9]1)([OH:7])=[O:5] |f:0.1|. Procedure details: A 1 N aqueous solution of NaOH (5 mL, 5.00 mmol) was added to a solution of the product from Step 1 (250 mg, 0.564 mmol) in MeOH (10 mL) at room temperature. After 24 h at 80° C., the mixture was cooled to room temperature and adjusted pH2-3 with 1 N aqueous HCl. MeOH was evaporated in vacuo. The brown precipitate in the aqueous residue was collected by filtration and dried under vacuum to give 4-(5-(1-carboxycyclobutyl)-5H-chromeno[2,3-b]pyridin-2-yl)benzoic acid (210 mg, 93%). MS (ES+) m/z: 40... Reactants: C1CCOC1, O=C(O)c1ccc(Cl)cc1[N+](=O)[O-], O. The product is O=[N+]([O-])c1cc(Cl)ccc1CO. As a reaction SMILES: [CH2:15]1[O:16][CH2:17][CH2:18][CH2:19]1.[Cl:1][c:2]1[cH:3][c:4]([N+:11](=[O:12])[O-:13])[c:5]([C:6](=[O:7])[OH:8])[cH:9][cH:10]1.[OH2:14]>>[Cl:1][c:2]1[cH:3][c:4]([N+:11](=[O:12])[O-:13])[c:5]([CH2:6][OH:7])[cH:9][cH:10]1. Starting materials: CCc1c(Cl)cnn(C(C)(C)C)c1=O, CN(C)C=O, OCc1ccc(Cl)cc1, [H-], [Na+], O. The product is CCc1c(OCc2ccc(Cl)cc2)cnn(C(C)(C)C)c1=O. As a reaction SMILES: [C:3]([CH3:4])([CH3:5])([CH3:6])[n:7]1[n:8][cH:9][c:10]([Cl:16])[c:11]([CH2:14][CH3:15])[c:12]1=[O:13].[CH3:27][N:28]([CH3:29])[CH:30]=[O:31].[Cl:17][c:18]1[cH:19][cH:20][c:21]([CH2:22][OH:23])[cH:24][cH:25]1.[H-:1].[Na+:2].[OH2:26]>>[C:3]([CH3:4])([CH3:5])([CH3:6])[n:7]1[n:8][cH:9][c:10]([O:23][CH2:22][c:21]2[cH:20][cH:19][c:18]([Cl:17])[cH:25][cH:24]2)[c:11]([CH2:14][CH3:15])[c:12]1=[O:13]. Reactants: C(=C)(C)B1OC(C(O1)(C)C)(C)C (2-isopropenyl-4,4,5,5-tetramethyl-[1,3,2]dioxaborolane), O (water), BrC=1C=C(C=CC1)C1OCCO1 (2-(3-bromo-phenyl)-[1,3]dioxolane), C([O-])([O-])=O.[Na+].[Na+] (sodium carbonate). The reagents and catalysts are C=1C=CC(=CC1)[P](C=2C=CC=CC2)(C=3C=CC=CC3)[Pd]([P](C=4C=CC=CC4)(C=5C=CC=CC5)C=6C=CC=CC6)([P](C=7C=CC=CC7)(C=8C=CC=CC8)C=9C=CC=CC9)[P](C=1C=CC=CC1)(C=1C=CC=CC1)C=1C=CC=CC1 (tetrakis(triphenylphosphine)palladium(0)). Run in C(OC)COC (dimethoxyethane). Conditions: temperature 90 celsius. The product is C(=C)(C)C=1C=C(C=CC1)C1OCCO1 (2-(3-isopropenyl-phenyl)-[1,3]dioxolane). Yield: 66.3%. RXN SMILES: Br[C:2]1[CH:3]=[C:4]([CH:8]2[O:12][CH2:11][CH2:10][O:9]2)[CH:5]=[CH:6][CH:7]=1.[C:13](B1OC(C)(C)C(C)(C)O1)([CH3:15])=[CH2:14].C(=O)([O-])[O-].[Na+].[Na+].O>C(COC)OC.C1C=CC([P]([Pd]([P](C2C=CC=CC=2)(C2C=CC=CC=2)C2C=CC=CC=2)([P](C2C=CC=CC=2)(C2C=CC=CC=2)C2C=CC=CC=2)[P](C2C=CC=CC=2)(C2C=CC=CC=2)C2C=CC=CC=2)(C2C=CC=CC=2)C2C=CC=CC=2)=CC=1>[C:13]([C:2]1[CH:3]=[C:4]([CH:8]2[O:12][CH2:11][CH2:10][O:9]2)[CH:5]=[CH:6][CH:7]=1)([CH3:15])=[CH2:14] |f:2.3.4,^1:41,43,62,81|. Procedure details: A degassed solution of 2-(3-bromo-phenyl)-[1,3]dioxolane (3.46 ml, 22.6 mmol) in dimethoxyethane (60 ml) was added into a tube which has been charged with a mixture of 2-isopropenyl-4,4,5,5-tetramethyl-[1,3,2]dioxaborolane (3.8 g, 22.6 mmol) and an aqueous solution of sodium carbonate (1M, 20 ml); tetrakis(triphenylphosphine)palladium(0) (0.266 g) is then added, the tube is sealed and heated to 90° C. overnight. After cooling of the reaction mixture, water (20 ml) was added, the aqueous layer se...